Dataset: the Open Reaction Database (ORD), a public repository of structured organic reaction records. Task: describe an organic reaction: reactants, conditions, products, and yield As a reaction SMILES: [NH2:1][CH2:2][C:3]1[C:4]([F:22])=[C:5]([O:12][C:13]2[CH:14]=[C:15]([CH:18]=[C:19]([Cl:21])[CH:20]=2)[C:16]#[N:17])[C:6]([CH:9]([F:11])[F:10])=[CH:7][CH:8]=1.[Cl:23][C:24]1[N:25]=[CH:26][N:27](COCC[Si](C)(C)C)[C:28]=1[C:29](O)=[O:30].C(Cl)CCl.C1C=CC2N(O)N=NC=2C=1.C([O-])(O)=O.[Na+].C(O)(C(F)(F)F)=O>CN(C=O)C.ClCCl.C(OCC)(=O)C>[Cl:23][C:24]1[N:25]=[CH:26][NH:27][C:28]=1[C:29]([NH:1][CH2:2][C:3]1[CH:8]=[CH:7][C:6]([CH:9]([F:11])[F:10])=[C:5]([O:12][C:13]2[CH:14]=[C:15]([C:16]#[N:17])[CH:18]=[C:19]([Cl:21])[CH:20]=2)[C:4]=1[F:22])=[O:30] |f:4.5|. The yield is 30.5%. Run in ClCCl (dichloromethane), C(C)(=O)OCC (ethyl acetate), CN(C)C=O (DMF). The product is ClC=1N=CNC1C(=O)NCC1=C(C(=C(C=C1)C(F)F)OC1=CC(=CC(=C1)C#N)Cl)F (4-chloro-N-{[3-[(3-chloro-5-cyanophenyl)oxy]-4-(difluoromethyl)-2-fluorophenyl]methyl}-imidazole-5-carboxamide). Procedure details: A solution of 3-{[3-(aminomethyl)-6-(difluoromethyl)-2-fluorophenyl]oxy}-5-chlorobenzonitrile (0.08 g, 0.245 mmol), 4-chloro-1-({[2-(trimethylsilyl)ethyl]oxy}methyl)-1H-imidazole-5-carboxylic acid (0.068 g, 0.245 mmol), EDC (0.047 g, 0.245 mmol) and HOBT (0.037 g, 0.245 mmol) in DMF (4 ml) was stirred at RT under an atmosphere of nitrogen for 16 h then ethyl acetate (30 mL) and saturated aqueous NaHCO3 solution (30 mL) were added. The organic layer was separated, washed with saturated aqueous Na... Starting materials: C(=O)(C(F)(F)F)O (TFA), C(=O)(O)[O-].[Na+] (NaHCO3), NCC=1C(=C(C(=CC1)C(F)F)OC=1C=C(C#N)C=C(C1)Cl)F (3-{[3-(aminomethyl)-6-(difluoromethyl)-2-fluorophenyl]oxy}-5-chlorobenzonitrile), ClC=1N=CN(C1C(=O)O)COCC[Si](C)(C)C (4-chloro-1-({[2-(trimethylsilyl)ethyl]oxy}methyl)-1H-imidazole-5-carboxylic acid), C(CCl)Cl (EDC), C=1C=CC2=C(C1)N=NN2O (HOBT). Starting materials: CS(C)=O, CCN(C(C)C)C(C)C, Nc1nc(Cl)ccc1C(=O)NCc1ccc(Oc2ccccc2)s1, NCCO. Product: Nc1nc(NCCO)ccc1C(=O)NCc1ccc(Oc2ccccc2)s1. Reaction SMILES: [CH3:29][S:30]([CH3:31])=[O:32].[CH:33]([N:34]([CH:35]([CH3:36])[CH3:37])[CH2:38][CH3:39])([CH3:40])[CH3:41].[NH2:1][c:2]1[c:3]([C:4](=[O:5])[NH:6][CH2:7][c:8]2[s:9][c:10]([O:13][c:14]3[cH:15][cH:16][cH:17][cH:18][cH:19]3)[cH:11][cH:12]2)[cH:20][cH:21][c:22]([Cl:24])[n:23]1.[NH2:25][CH2:26][CH2:27][OH:28]>>[NH2:1][c:2]1[c:3]([C:4](=[O:5])[NH:6][CH2:7][c:8]2[s:9][c:10]([O:13][c:14]3[cH:15][cH:16][cH:17][cH:18][cH:19]3)[cH:11][cH:12]2)[cH:20][cH:21][c:22]([NH:25][CH2:26][CH2:27][OH:28])[n:23]1. Starting materials: OCC1=C(C(=CC(=C1)C)CO)O (2,6-bis(hydroxymethyl)-4-methylphenol), C(C(=O)O)(=O)O (oxalic acid), CC=1C=C(C(O)=CC1)O (4-methylcatechol). The solvent is O (water). Run at temperature 70 celsius. Yields the product C1=CC(=CC=C1O)C.CC=1C=C(C(O)=CC1)O (4-methylcatechol-(p-cresol)). RXN SMILES: OC[C:3]1[CH:8]=[C:7]([CH3:9])[CH:6]=[C:5](CO)[C:4]=1[OH:12].C(O)(=O)C(O)=O.[CH3:19][C:20]1[CH:21]=[C:22]([OH:27])[C:23](=[CH:25][CH:26]=1)[OH:24]>O>[CH:3]1[C:4]([OH:12])=[CH:5][CH:6]=[C:7]([CH3:9])[CH:8]=1.[CH3:19][C:20]1[CH:21]=[C:22]([OH:27])[C:23](=[CH:25][CH:26]=1)[OH:24] |f:4.5|. Procedure details: To a 1 liter, 3 necked round bottomed flask equipped with a paddle stirrer, condenser, thermometer and heating source, were added 135 g (0.80 mole) of 2,6-bis(hydroxymethyl)-4-methylphenol, followed by 9 g (0.10 moles) of oxalic acid and 200 g (1.61 moles) of 4-methylcatechol. To this mixture were added 400 g of water. The reaction mixture was stirred and heated to 70° C. Solution occurred when the temperature reached approximately 60° C. Then, the reaction mixture was heated to reflux and held ...